describe an organic reaction: reactants, conditions, products, and yield From a dataset of the Open Reaction Database (ORD), a public repository of structured organic reaction records. Reactants: Cl.ClCC=1N=C(SC1)C (4-Chloromethyl-2-methylthiazole hydrochloride), C1=CC=C(C=2C3=CC=CC=C3NC12)OCC#N (2-(9H-Carbazol-4-yloxy)acetonitrile), CCCCC (pentane), [H-].[Na+] (NaH). The solvent is CN(C)C=O (DMF). Run at time 20 minute. The product is CC=1SC=C(N1)CN1C2=CC=CC=C2C=2C(=CC=CC12)OCC#N (2-({9-[(2-methyl-1,3-thiazol-4-yl)methyl]-9H-carbazol-4-yl}oxy)acetonitrile). The yield is 75.9%. As a reaction SMILES: [CH:1]1[C:13]2[NH:12][C:11]3[C:6](=[CH:7][CH:8]=[CH:9][CH:10]=3)[C:5]=2[C:4]([O:14][CH2:15][C:16]#[N:17])=[CH:3][CH:2]=1.CCCCC.[H-].[Na+].Cl.Cl[CH2:27][C:28]1[N:29]=[C:30]([CH3:33])[S:31][CH:32]=1>CN(C=O)C>[CH3:33][C:30]1[S:31][CH:32]=[C:28]([CH2:27][N:12]2[C:13]3[CH:1]=[CH:2][CH:3]=[C:4]([O:14][CH2:15][C:16]#[N:17])[C:5]=3[C:6]3[C:11]2=[CH:10][CH:9]=[CH:8][CH:7]=3)[N:29]=1 |f:2.3,4.5|. Procedure details: 2-(9H-Carbazol-4-yloxy)acetonitrile (0.143 g, 0.64 mmol)) is added to a slurry of pentane-washed NaH (0.0825 g, 0.0021 mol) in DMF (1 mL) and allowed to stir for 20 min at room temperature. 4-Chloromethyl-2-methylthiazole hydrochloride (0163 g, 0.89 mmol) is added and after stirring for 2 h the mixture is partitioned between ethyl acetate and water. The combined organic layers are dried over magnesium sulfate and concentrated to an oil. The oil is chromatographed on silica gel (75 mL) using ethy... Starting materials: Cl.FC1=C(CN2N=C(C=3C2=NC=CC3)C(N)=N)C=CC=C1 (1-(2-fluorobenzyl)-1H-pyrazolo[3,4-b]pyridine-3-carboximidamide hydrochloride), COC=C(C(=O)OC)C(=O)OC (dimethyl (methoxymethylene)malonate), C[O-].[Na+] (sodium methoxide). Run in CO (methanol). The product is FC1=C(CN2N=C(C=3C2=NC=CC3)C3=NC=C(C(=N3)O)C(=O)OC)C=CC=C1 (Methyl 2-[1-(2-fluorobenzyl)-1H-pyrazolo[3,4-b]pyridin-3-yl]-4-hydroxypyrimidine-5-carboxylate). As a reaction SMILES: Cl.[F:2][C:3]1[CH:21]=[CH:20][CH:19]=[CH:18][C:4]=1[CH2:5][N:6]1[C:10]2=[N:11][CH:12]=[CH:13][CH:14]=[C:9]2[C:8]([C:15](=[NH:17])[NH2:16])=[N:7]1.C[O:23][CH:24]=[C:25]([C:30](OC)=O)[C:26]([O:28][CH3:29])=[O:27].C[O-].[Na+]>CO>[F:2][C:3]1[CH:21]=[CH:20][CH:19]=[CH:18][C:4]=1[CH2:5][N:6]1[C:10]2=[N:11][CH:12]=[CH:13][CH:14]=[C:9]2[C:8]([C:15]2[N:16]=[C:24]([OH:23])[C:25]([C:26]([O:28][CH3:29])=[O:27])=[CH:30][N:17]=2)=[N:7]1 |f:0.1,3.4|. Procedure details: 10.0 g (32.7 mmol) of 1-(2-fluorobenzyl)-1H-pyrazolo[3,4-b]pyridine-3-carboximidamide hydrochloride (example 5A) and 8.54 g (49.1 mmol) of dimethyl (methoxymethylene)malonate were initially charged in 400 ml of methanol, and 1.77 g (32.7 mmol) of sodium methoxide were added cautiously. The mixture was reacted at 50° C. overnight. The precipitate formed was filtered off, washed with a little methanol and dried under high vacuum. Thus, 6.54 g (52% of theory) of the target compound were obtained. The reactants are C(=O)(O)[O-].[Na+] (NaHCO3), C(C1=CC=CC=C1)OC(N[C@@H]1CC[C@H](CC1)O)=O (trans-4-Hydroxy-cyclohexylcarbamic acid benzyl ester), N1C=NC=C1 (imidazole), CC(C)(C)[Si](C)(C)Cl (TBDMSCl). The solvent is CN(C)C=O (DMF), CN(C)C=O (DMF). Conditions: temperature 50 celsius, time 2 hour. Yields the product C(C1=CC=CC=C1)OC(N[C@@H]1CC[C@H](CC1)O[Si](C)(C)C(C)(C)C)=O (trans-[4-(tert-Butyl-dimethyl-silanyloxy)-cyclohexyl]-carbamic acid benzyl ester). Yield: 80.9%. RXN SMILES: [CH2:1]([O:8][C:9](=[O:18])[NH:10][C@H:11]1[CH2:16][CH2:15][C@H:14]([OH:17])[CH2:13][CH2:12]1)[C:2]1[CH:7]=[CH:6][CH:5]=[CH:4][CH:3]=1.N1C=CN=C1.[CH3:24][C:25]([Si:28](Cl)([CH3:30])[CH3:29])([CH3:27])[CH3:26].C([O-])(O)=O.[Na+]>CN(C=O)C>[CH2:1]([O:8][C:9](=[O:18])[NH:10][C@H:11]1[CH2:16][CH2:15][C@H:14]([O:17][Si:28]([C:25]([CH3:27])([CH3:26])[CH3:24])([CH3:30])[CH3:29])[CH2:13][CH2:12]1)[C:2]1[CH:3]=[CH:4][CH:5]=[CH:6][CH:7]=1 |f:3.4|. Procedure: To 10 g (40.1 mmol) trans-4-Hydroxy-cyclohexylcarbamic acid benzyl ester in 40 ml DMF, 4.09 g (60.1 mmol, 1.5 eq) imidazole and 6.65 g (44.1 mmol, 1.1 eq) TBDMSCl in 20 ml DMF were added at 0° C. The mixture was warmed to 50° C. and stirred at that temperature for 2 h. A saturated solution of NaHCO3 was added, the mixture was concentrated and redissolved in ether/water. The phases were separated and the inorganic phase was extracted with ether. The combined organic phases were washed with brine,... The reactants are ice water, BrC1=CC=C(C=C1)C(C(C)(C)O)=O (1-(4-bromophenyl)-2-hydroxy-2-methyl-propan-1-one), C(CC#N)#N (malononitrile), C(C)(=O)O (acetic acid), N1=CC=CC=C1 (pyridine). Conditions: time 24 hour. Product: C(#N)C=1C(OC(C1C1=CC=C(C=C1)Br)(C)C)=C(C#N)C#N (3-Cyano 2-dicyanomethylen-5,5-dimethyl-4-(4-bromophenyl)-2,5-dihydrofuran). As a reaction SMILES: [Br:1][C:2]1[CH:7]=[CH:6][C:5]([C:8](=O)[C:9]([OH:12])([CH3:11])[CH3:10])=[CH:4][CH:3]=1.[C:14](#[N:18])[CH2:15][C:16]#[N:17].C(O)(=O)C.[N:23]1C=C[CH:26]=[CH:25][CH:24]=1>>[C:24]([C:25]1[C:26](=[C:15]([C:14]#[N:18])[C:16]#[N:17])[O:12][C:9]([CH3:11])([CH3:10])[C:8]=1[C:5]1[CH:6]=[CH:7][C:2]([Br:1])=[CH:3][CH:4]=1)#[N:23]. Procedure details: A mixture of the crude liquid 1-(4-bromophenyl)-2-hydroxy-2-methyl-propan-1-one (28.0 g, 65% 115 mmol, 74 mmol), malononitrile (35 g, 0.52 mol), acetic acid (0.4 g) and dry pyridine (100 mL) was stirred at room temperature for 24 hrs. The reaction mixture was then poured into 1 L of ice water with vigorous stirring and kept in the refrigerator overnight. The yellow precipitate was collected by vacuum filtration, washed with methanol and dried under vacuum. The product was recrystallized from 70%...